From a dataset of the Open Reaction Database (ORD), a public repository of structured organic reaction records. describe an organic reaction: reactants, conditions, products, and yield Reactants: C1COCCN1, CC(C)NC(C)C, O=C(Cl)Cl, ClCCl, COc1ccccc1-c1cn(S(=O)(=O)c2ccc(C)cc2)c2ncc(-c3ccc(N)c(C(=O)N4CCN(C)CC4)c3)cc12. Product: COc1ccccc1-c1cn(S(=O)(=O)c2ccc(C)cc2)c2ncc(-c3ccc(NC(=O)N4CCOCC4)c(C(=O)N4CCN(C)CC4)c3)cc12. As a reaction SMILES: [CH2:55]1[CH2:56][O:57][CH2:58][CH2:59][NH:60]1.[CH:44]([NH:45][CH:46]([CH3:47])[CH3:48])([CH3:49])[CH3:50].[Cl:51][C:52]([Cl:53])=[O:54].[Cl:61][CH2:62][Cl:63].[NH2:1][c:2]1[c:3]([C:35](=[O:36])[N:37]2[CH2:38][CH2:39][N:40]([CH3:43])[CH2:41][CH2:42]2)[cH:4][c:5](-[c:8]2[cH:9][c:10]3[c:11]([n:12][cH:13]2)[n:14]([S:25](=[O:26])(=[O:27])[c:28]2[cH:29][cH:30][c:31]([CH3:34])[cH:32][cH:33]2)[cH:15][c:16]3-[c:17]2[c:18]([O:23][CH3:24])[cH:19][cH:20][cH:21][cH:22]2)[cH:6][cH:7]1>>[NH:1]([c:2]1[c:3]([C:35](=[O:36])[N:37]2[CH2:38][CH2:39][N:40]([CH3:43])[CH2:41][CH2:42]2)[cH:4][c:5](-[c:8]2[cH:9][c:10]3[c:11]([n:12][cH:13]2)[n:14]([S:25](=[O:26])(=[O:27])[c:28]2[cH:29][cH:30][c:31]([CH3:34])[cH:32][cH:33]2)[cH:15][c:16]3-[c:17]2[c:18]([O:23][CH3:24])[cH:19][cH:20][cH:21][cH:22]2)[cH:6][cH:7]1)[C:52](=[O:54])[N:60]1[CH2:55][CH2:56][O:57][CH2:58][CH2:59]1. The solvent is CN(C=O)C (N,N-dimethylformamide). Conditions: temperature 90 celsius, time 5 hour. The yield is 82.4%. Reaction SMILES: [CH2:1]([O:8][C:9]1[CH:14]=[C:13](F)[CH:12]=[CH:11][C:10]=1[N+:16]([O-:18])=[O:17])[C:2]1[CH:7]=[CH:6][CH:5]=[CH:4][CH:3]=1.[CH3:19][S:20]([C:23]1[N:28]=[CH:27][C:26]([OH:29])=[CH:25][CH:24]=1)(=[O:22])=[O:21].C(=O)([O-])[O-].[K+].[K+]>CN(C)C=O>[CH2:1]([O:8][C:9]1[CH:14]=[C:13]([CH:12]=[CH:11][C:10]=1[N+:16]([O-:18])=[O:17])[O:29][C:26]1[CH:25]=[CH:24][C:23]([S:20]([CH3:19])(=[O:22])=[O:21])=[N:28][CH:27]=1)[C:2]1[CH:7]=[CH:6][CH:5]=[CH:4][CH:3]=1 |f:2.3.4|. Procedure: A mixture of 2-(benzyloxy)-4-fluoro-1-nitrobenzene (21.0 g), 6-(methylsulfonyl)pyridin-3-ol (14.7 g) and potassium carbonate (12.2 g) in N,N-dimethylformamide (130 mL) was stirred at 90° C. for 5 h and then at 60° C. for 15 h. The reaction mixture was concentrated and the residue was partitioned between ethyl acetate and aqueous citric acid. The organic layer was washed successively with water and brine, dried (MgSO4), filtered, and concentrated to give light yellow crystals, which were washed w... The product is C(C1=CC=CC=C1)OC=1C=C(OC=2C=CC(=NC2)S(=O)(=O)C)C=CC1[N+](=O)[O-] (5-[3-(Benzyloxy)-4-nitrophenoxy]-2-(methylsulfonyl)pyridine). Reactants: C(C1=CC=CC=C1)OC1=C(C=CC(=C1)F)[N+](=O)[O-] (2-(benzyloxy)-4-fluoro-1-nitrobenzene), CS(=O)(=O)C1=CC=C(C=N1)O (6-(methylsulfonyl)pyridin-3-ol), C([O-])([O-])=O.[K+].[K+] (potassium carbonate). The product is Brc1cnc(Oc2ccc3c(c2)CCN(C2CCC2)CC3)cn1. The reactants are Brc1cnc(Br)cn1, Oc1ccc2c(c1)CCN(C1CCC1)CC2. RXN SMILES: [Br:17][c:18]1[n:19][cH:20][c:21]([Br:24])[n:22][cH:23]1.[CH:1]1([N:5]2[CH2:6][CH2:7][c:8]3[c:9]([cH:12][c:13]([OH:16])[cH:14][cH:15]3)[CH2:10][CH2:11]2)[CH2:2][CH2:3][CH2:4]1>>[CH:1]1([N:5]2[CH2:6][CH2:7][c:8]3[c:9]([cH:12][c:13]([O:16][c:21]4[cH:20][n:19][c:18]([Br:17])[cH:23][n:22]4)[cH:14][cH:15]3)[CH2:10][CH2:11]2)[CH2:2][CH2:3][CH2:4]1. Reactants: D3, OCCC1=CC=C(C=C1)O (4-(2-hydroxyethyl)phenol), ClC1=NC=C(C=C1)C(F)(F)F (2-chloro-5-(trifluoromethyl)pyridine). Product: FC(C=1C=CC(=NC1)OC1=CC=C(C=C1)CCO)(F)F (2-(4-((5-(trifluoromethyl)pyridin-2-yl)oxy)phenyl)ethanol). Reaction SMILES: [OH:1][CH2:2][CH2:3][C:4]1[CH:9]=[CH:8][C:7]([OH:10])=[CH:6][CH:5]=1.Cl[C:12]1[CH:17]=[CH:16][C:15]([C:18]([F:21])([F:20])[F:19])=[CH:14][N:13]=1>>[F:19][C:18]([F:21])([F:20])[C:15]1[CH:16]=[CH:17][C:12]([O:10][C:7]2[CH:8]=[CH:9][C:4]([CH2:3][CH2:2][OH:1])=[CH:5][CH:6]=2)=[N:13][CH:14]=1. Procedure details: The title compound was prepared by a procedure similar to that described for D3 starting from 4-(2-hydroxyethyl)phenol and 2-chloro-5-(trifluoromethyl)pyridine. LC-MS (ESI): m/z 284 [M+H]+; 2.97 min (ret time). Reactants: O (water), COC(=O)C=1SC=CC1NC(C(F)(F)F)=O (3-(2,2,2-trifluoro-acetylamino)-thiophene-2-carboxylic acid methyl ester), C([O-])([O-])=O.[K+].[K+] (potassium carbonate), CI (methyl iodide). The solvent is CN(C)C=O (DMF). Reaction conditions: time 2 day. Product: COC(=O)C=1SC=CC1N(C(C(F)(F)F)=O)C (3-[methyl-(2,2,2-trifluoro-acetyl)-amino]-thiophene-2-carboxylic acid methyl ester). The yield is 97.3%. RXN SMILES: [CH3:1][O:2][C:3]([C:5]1[S:6][CH:7]=[CH:8][C:9]=1[NH:10][C:11](=[O:16])[C:12]([F:15])([F:14])[F:13])=[O:4].[C:17](=O)([O-])[O-].[K+].[K+].CI.O>CN(C=O)C>[CH3:1][O:2][C:3]([C:5]1[S:6][CH:7]=[CH:8][C:9]=1[N:10]([CH3:17])[C:11](=[O:16])[C:12]([F:13])([F:14])[F:15])=[O:4] |f:1.2.3|. Procedure details: A mixture of 2 g of 3-(2,2,2-trifluoro-acetylamino)-thiophene-2-carboxylic acid methyl ester (7.9 mmol), 1.31 g of potassium carbonate (9.48 mmol) and 596 μl of methyl iodide (9.48 mmol) in DMF (7.5 ml) was stirred for 2 d. The reaction mixture was then poured into water and extracted with DCM. The combined organic extracts were washed with water and brine, dried (Na2SO4), filtered and concentrated in vacuo to give 2.055 g (97%) of 3-[methyl-(2,2,2-trifluoro-acetyl)-amino]-thiophene-2-carboxylic... Starting materials: C1CCOC1, CCO, O=[N+]([O-])c1cccc(CN2CCOCC2)c1, NN, O. Yields the product Nc1cccc(CN2CCOCC2)c1. RXN SMILES: [CH2:20]1[O:21][CH2:22][CH2:23][CH2:24]1.[CH3:25][CH2:26][OH:27].[N+:1]([O-:2])(=[O:3])[c:4]1[cH:5][c:6]([CH2:7][N:8]2[CH2:9][CH2:10][O:11][CH2:12][CH2:13]2)[cH:14][cH:15][cH:16]1.[NH2:18][NH2:19].[OH2:17]>>[NH2:1][c:4]1[cH:5][c:6]([CH2:7][N:8]2[CH2:9][CH2:10][O:11][CH2:12][CH2:13]2)[cH:14][cH:15][cH:16]1. Reactants: BrC=1C=CC2=C(OCCC3=C2SC(=C3)C(=O)NC(C)C)C1 (8-bromo-N-isopropyl-4,5-dihydrobenzo[b]thieno[2,3-d]oxepine-2-carboxamide), C1(=CC=CC=C1)C (toluene), P(Cl)(Cl)(Cl)(Cl)Cl (phosphorus pentachloride), C(Cl)Cl (methylene chloride), N(N)C(=O)OC (methyl hydrazinecarboxylate), C([O-])([O-])=O.[K+].[K+] (potassium carbonate). The solvent is O (water), C([O-])(O)=O.[Na+] (sodium bicarbonate). Reaction conditions: temperature 80 celsius, time 2 hour. The product is BrC=1C=CC2=C(OCCC3=C2SC(=C3)C3=NNC(N3C(C)C)=O)C1 (3-(8-bromo-4,5-dihydrobenzo[b]thieno[2,3-d]oxepin-2-yl)-4-isopropyl-1H-1,2,4-triazol-5(4H)-one). Yield: 36.9%. RXN SMILES: [Br:1][C:2]1[CH:3]=[CH:4][C:5]2[C:11]3[S:12][C:13]([C:15]([NH:17][CH:18]([CH3:20])[CH3:19])=O)=[CH:14][C:10]=3[CH2:9][CH2:8][O:7][C:6]=2[CH:21]=1.C1(C)C=CC=CC=1.P(Cl)(Cl)(Cl)(Cl)Cl.C(Cl)Cl.[NH:38]([C:40](OC)=[O:41])[NH2:39].C(=O)([O-])[O-].[K+].[K+]>C(=O)(O)[O-].[Na+].O>[Br:1][C:2]1[CH:3]=[CH:4][C:5]2[C:11]3[S:12][C:13]([C:15]4[N:17]([CH:18]([CH3:20])[CH3:19])[C:40](=[O:41])[NH:38][N:39]=4)=[CH:14][C:10]=3[CH2:9][CH2:8][O:7][C:6]=2[CH:21]=1 |f:5.6.7,8.9|. Reported procedure: A solution of 8-bromo-N-isopropyl-4,5-dihydrobenzo[b]thieno[2,3-d]oxepine-2-carboxamide (200 mg, 0.5 mmol) in toluene (5 mL, 0.05 mol) under nitrogen atmosphere was treated with phosphorus pentachloride (0.182 g, 0.87 mmol) in one portion. The flask was sealed and heated at 80° C. for 2 h, cooled to room temperature and the solvent concentrated under reduced pressure with care to avoid atmospheric exposure. The crude residue was taken up in methylene chloride (8 mL, 0.1 mol) and treated with met... Yields the product FC1=CC2=C(C=3N(CCO2)C(=C(N3)C(=O)N)C3=NC(=NN3C)C3=CC=NC=C3)C=C1C#CC(C)(C)O (9-fluoro-10-(3-hydroxy-3-methylbut-1-ynyl)-3-(1-methyl-3-(pyridin-4-yl)-1H-1,2,4-triazol-5-yl)-5,6-dihydrobenzo[f]imidazo[1,2-d][1,4]oxazepine-2-carboxamide). The yield is 35.3%. RXN SMILES: Br[C:2]1[C:3]([F:31])=[CH:4][C:5]2[O:11][CH2:10][CH2:9][N:8]3[C:12]([C:18]4[N:22]([CH3:23])[N:21]=[C:20]([C:24]5[CH:29]=[CH:28][N:27]=[CH:26][CH:25]=5)[N:19]=4)=[C:13]([C:15]([NH2:17])=[O:16])[N:14]=[C:7]3[C:6]=2[CH:30]=1.[CH3:32][C:33]([OH:37])([C:35]#[CH:36])[CH3:34]>>[F:31][C:3]1[C:2]([C:36]#[C:35][C:33]([OH:37])([CH3:34])[CH3:32])=[CH:30][C:6]2[C:7]3[N:8]([C:12]([C:18]4[N:22]([CH3:23])[N:21]=[C:20]([C:24]5[CH:29]=[CH:28][N:27]=[CH:26][CH:25]=5)[N:19]=4)=[C:13]([C:15]([NH2:17])=[O:16])[N:14]=3)[CH2:9][CH2:10][O:11][C:5]=2[CH:4]=1. Procedure details: The title compound was prepared similarly according to Procedure E. 10-bromo-9-fluoro-3-(1-methyl-3-(pyridin-4-yl)-1H-1,2,4-triazol-5-yl)-5,6-dihydrobenzo[f]imidazo[1,2-d][1,4]oxazepine-2-carboxamide was reacted with 2-methyl-3-butyn-2-ol to afford 35.3% yield of the titled product. 1H NMR (400 MHz, DMSO) δ 8.73-8.67 (m, 3H), 7.99 (br s, 1H), 7.97-7.93 (m, 2H), 7.47 (br s, 1H), 7.06 (d, J=10.5 Hz, 1H), 5.53 (s, 1H), 4.58-4.52 (m, 2H), 4.38-4.28 (m, 2H), 3.83 (s, 3H), 1.51 (s, 6H). M+H=488.2 Starting materials: BrC=1C(=CC2=C(C=3N(CCO2)C(=C(N3)C(=O)N)C3=NC(=NN3C)C3=CC=NC=C3)C1)F (10-bromo-9-fluoro-3-(1-methyl-3-(pyridin-4-yl)-1H-1,2,4-triazol-5-yl)-5,6-dihydrobenzo[f]imidazo[1,2-d][1,4]oxazepine-2-carboxamide), CC(C)(C#C)O (2-methyl-3-butyn-2-ol). Reactants: CC(=O)O, Oc1cccc(Cl)c1Cl, O=[N+]([O-])O, Oc1ccccc1. Product: O=[N+]([O-])c1ccc(O)c(Cl)c1Cl. As a reaction SMILES: [CH3:21][C:22](=[O:23])[OH:24].[Cl:1][c:2]1[c:3]([OH:9])[cH:4][cH:5][cH:6][c:7]1[Cl:8].[OH:10][N+:11]([O-:12])=[O:13].[OH:14][c:15]1[cH:16][cH:17][cH:18][cH:19][cH:20]1>>[Cl:1][c:2]1[c:3]([OH:9])[cH:4][cH:5][c:6]([N+:11](=[O:10])[O-:12])[c:7]1[Cl:8]. Starting materials: CN1CCOc2ccccc21, CN(C)C=O, O, O=P(Cl)(Cl)Cl. Product: CN1CCOc2cc(C=O)ccc21. Reaction SMILES: [CH3:1][N:2]1[CH2:3][CH2:4][O:5][c:6]2[c:7]1[cH:8][cH:9][cH:10][cH:11]2.[O:17]=[CH:18][N:19]([CH3:20])[CH3:21].[OH2:22].[P:12]([Cl:13])([Cl:14])([Cl:15])=[O:16]>>[CH3:1][N:2]1[CH2:3][CH2:4][O:5][c:6]2[c:7]1[cH:8][cH:9][c:10]([CH:18]=[O:17])[cH:11]2.